From a dataset of the Open Reaction Database (ORD), a public repository of structured organic reaction records. describe an organic reaction: reactants, conditions, products, and yield Starting materials: NC1=C(C=C(C=C1)Br)C(=O)C1=CC=C(C=C1)S(=O)(=O)C ((2-Amino-5-bromo-phenyl)-(4-methanesulfonyl-phenyl)-methanone), C(C)(C)O (isopropanol), example A 15, FC(C(CC(C)=O)=O)(F)F (1,1,1-trifluoro-2,4-pentanedione). Solvent: CCCCCCC.C(C)(=O)OCC (heptane ethyl acetate). Run at time 16 hour. Yields the product BrC=1C=C2C(=C(C(=NC2=CC1)C)C(C(F)(F)F)=O)C1=CC=C(C=C1)S(=O)(=O)C (1-[6-Bromo-4-(4-methanesulfonyl-phenyl)-2-methyl-quinolin-3-yl]-2,2,2-trifluoro-ethanone). The yield is 55.0%. As a reaction SMILES: [NH2:1][C:2]1[CH:7]=[CH:6][C:5]([Br:8])=[CH:4][C:3]=1[C:9]([C:11]1[CH:16]=[CH:15][C:14]([S:17]([CH3:20])(=[O:19])=[O:18])=[CH:13][CH:12]=1)=O.[F:21][C:22]([F:30])([F:29])[C:23](=[O:28])[CH2:24][C:25](=O)[CH3:26].C(O)(C)C>CCCCCCC.C(OCC)(=O)C>[Br:8][C:5]1[CH:4]=[C:3]2[C:2](=[CH:7][CH:6]=1)[N:1]=[C:25]([CH3:26])[C:24]([C:23](=[O:28])[C:22]([F:30])([F:29])[F:21])=[C:9]2[C:11]1[CH:16]=[CH:15][C:14]([S:17]([CH3:20])(=[O:19])=[O:18])=[CH:13][CH:12]=1 |f:3.4|. Procedure details: The title compound was prepared from (2-Amino-5-bromo-phenyl)-(4-methanesulfonyl-phenyl)-methanone [example A 15] and 1,1,1-trifluoro-2,4-pentanedione according to the procedure of example 1, except that the solvent was isopropanol, the reaction time was of 16 h and heptane/ethyl acetate (1:2) was used. Yield: 55%; MS: m/z=473 (M+H). Reactants: OC=1C=C2C=CC(=CC2=CC1)[C@]1(NC(OC1)=O)C ((R)-4-(6-hydroxynaphthalen-2-yl)-4-methyloxazolidin-2-one), C(C)#N (acetonitrile), ClN1C(CCC1=O)=O (N-Chlorosuccinimide). Conditions: temperature 80 celsius, time 2 hour. Yields the product ClC1=C2C=CC(=CC2=CC=C1O)[C@]1(NC(OC1)=O)C ((R)-4-(5-chloro-6-hydroxynaphthalen-2-yl)-4-methyloxazolidin-2-one). Isolated yield 87.7%. As a reaction SMILES: [OH:1][C:2]1[CH:3]=[C:4]2[C:9](=[CH:10][CH:11]=1)[CH:8]=[C:7]([C@:12]1([CH3:18])[CH2:16][O:15][C:14](=[O:17])[NH:13]1)[CH:6]=[CH:5]2.C(#N)C.[Cl:22]N1C(=O)CCC1=O>>[Cl:22][C:3]1[C:2]([OH:1])=[CH:11][CH:10]=[C:9]2[C:4]=1[CH:5]=[CH:6][C:7]([C@:12]1([CH3:18])[CH2:16][O:15][C:14](=[O:17])[NH:13]1)=[CH:8]2. Procedure: (R)-4-(6-hydroxynaphthalen-2-yl)-4-methyloxazolidin-2-one (0.5895 g, 0.002423 mol) was suspended in acetonitrile (3.37 mL, 0.0646 mol) in a 40 mL vial equipped with a magnetic stir bar. N-Chlorosuccinimide (0.356 g, 0.00266 mol) was added and the mixture was heated at 80° C. After 2 hours, HPLC analysis showed that the reaction was complete. The mixture was cooled to room temperature and filtered. The residue was washed with acetonitrile, azeotroped with toluene then dried under vacuum and colle... The reactants are C1CCOC1, Cc1c(N(C)C)ccc(Br)c1[N+](=O)[O-], [H][H]. The product is Cc1c(N(C)C)ccc(Br)c1N. As a reaction SMILES: [CH2:15]1[O:16][CH2:17][CH2:18][CH2:19]1.[CH3:1][N:2]([c:3]1[c:4]([CH3:13])[c:5]([N+:10]([O-:11])=[O:12])[c:6]([Br:9])[cH:7][cH:8]1)[CH3:14].[H:20][H:21]>>[CH3:1][N:2]([c:3]1[c:4]([CH3:13])[c:5]([NH2:10])[c:6]([Br:9])[cH:7][cH:8]1)[CH3:14]. Reactants: [Cl-], Cl, O=C1CC2CCC(C1)N2CC(F)F, N#C[K], [NH4+], O. Yields the product N#CC1(O)CC2CCC(C1)N2CC(F)F. As a reaction SMILES: [Cl-:15].[ClH:14].[F:1][CH:2]([CH2:3][N:4]1[CH:5]2[CH2:6][C:7](=[O:12])[CH2:8][CH:9]1[CH2:10][CH2:11]2)[F:13].[K:17][C:18]#[N:19].[NH4+:16].[OH2:20]>>[F:1][CH:2]([CH2:3][N:4]1[CH:5]2[CH2:6][C:7]([OH:12])([C:18]#[N:19])[CH2:8][CH:9]1[CH2:10][CH2:11]2)[F:13]. Starting materials: O=C1CCC(=O)N1Br, CC#N, CC(C)(C)OC(=O)N1CCC2CN(c3cncc(CO)c3)CC21. Product: CC(C)(C)OC(=O)N1CCC2CN(c3cnc(Br)c(CO)c3)CC21. Reaction SMILES: [Br:24][N:25]1[C:26](=[O:27])[CH2:28][CH2:29][C:30]1=[O:31].[CH3:32][C:33]#[N:34].[OH:1][CH2:2][c:3]1[cH:4][c:5]([N:9]2[CH2:10][CH:11]3[N:12]([C:17](=[O:18])[O:19][C:20]([CH3:21])([CH3:22])[CH3:23])[CH2:13][CH2:14][CH:15]3[CH2:16]2)[cH:6][n:7][cH:8]1>>[OH:1][CH2:2][c:3]1[cH:4][c:5]([N:9]2[CH2:10][CH:11]3[N:12]([C:17](=[O:18])[O:19][C:20]([CH3:21])([CH3:22])[CH3:23])[CH2:13][CH2:14][CH:15]3[CH2:16]2)[cH:6][n:7][c:8]1[Br:24]. Reactants: OC1=C(C(=O)O)C=CC(=C1)OCC(C1=CC(=C(C=C1)OC)C12CC3CC(CC(C1)C3)C2)=O (2 -hydroxy-4-[[3-(1-adamantyl)-4-methoxybenzoyl]methoxy]benzoic acid). The reagents and catalysts are [Pd] (palladium on charcoal). Run in O1CCOCC1 (dioxane). Reaction conditions: time 4 hour. Product: OC1=C(C(=O)O)C=CC(=C1)OCC(C1=CC(=C(C=C1)OC)C12CC3CC(CC(C1)C3)C2)O (2-Hydroxy-4-[[2-hydroxy-2-[3-(1-adamantyl)-4-methoxyphenyl]ethoxy]]benzoic acid). Reaction SMILES: [OH:1][C:2]1[CH:10]=[C:9]([O:11][CH2:12][C:13](=[O:32])[C:14]2[CH:19]=[CH:18][C:17]([O:20][CH3:21])=[C:16]([C:22]34[CH2:31][CH:26]5[CH2:27][CH:28]([CH2:30][CH:24]([CH2:25]5)[CH2:23]3)[CH2:29]4)[CH:15]=2)[CH:8]=[CH:7][C:3]=1[C:4]([OH:6])=[O:5]>[Pd].O1CCOCC1>[OH:1][C:2]1[CH:10]=[C:9]([O:11][CH2:12][CH:13]([OH:32])[C:14]2[CH:19]=[CH:18][C:17]([O:20][CH3:21])=[C:16]([C:22]34[CH2:31][CH:26]5[CH2:27][CH:28]([CH2:30][CH:24]([CH2:25]5)[CH2:23]3)[CH2:29]4)[CH:15]=2)[CH:8]=[CH:7][C:3]=1[C:4]([OH:6])=[O:5]. Reported procedure: 1.3 g (2.98 mmol) of 2 -hydroxy-4-[[3-(1-adamantyl)-4-methoxybenzoyl]methoxy]benzoic acid, 200 mg of 10% palladium on charcoal and 50 ml of dioxane are introduced into a reactor. The mixture is hydrogenated at room temperature and under a pressure of 7 bar for 4 hours, the catalyst is filtered and washed with 50 of THF, and the filtrates are evaporated. The residue obtained is purified by chromatography on a silica column, eluting with a dichloromethane/methanol mixture (98:2). After evaporation...